From a dataset of the Open Reaction Database (ORD), a public repository of structured organic reaction records. describe an organic reaction: reactants, conditions, products, and yield The reactants are NC1=NC(=CC(=N1)C1CC1)C (2-amino-4-cyclopropyl-6-methylpyrimidine), CC1(OC2=C(C1)C=CC=C2S(=O)(=O)N=C=O)C (2,3-Dihydro-2,2-dimethyl-7-benzofuransulfonyl isocyanate). Solvent: C(Cl)Cl (methylene chloride). Reaction conditions: time 8 hour. Product: C1(CC1)C1=NC(=NC(=C1)C)NC(=O)NS(=O)(=O)C1=CC=CC=2CC(OC21)(C)C (N-[(4-Cyclopropyl-6-methylpyrimidin-2-yl)amino-carbonyl]-2,3-dihydro-2,2-dimethyl-7-benzofuransulfonamide). As a reaction SMILES: [NH2:1][C:2]1[N:7]=[C:6]([CH:8]2[CH2:10][CH2:9]2)[CH:5]=[C:4]([CH3:11])[N:3]=1.[CH3:12][C:13]1([CH3:28])[CH2:17][C:16]2[CH:18]=[CH:19][CH:20]=[C:21]([S:22]([N:25]=[C:26]=[O:27])(=[O:24])=[O:23])[C:15]=2[O:14]1>C(Cl)Cl>[CH:8]1([C:6]2[CH:5]=[C:4]([CH3:11])[N:3]=[C:2]([NH:1][C:26]([NH:25][S:22]([C:21]3[C:15]4[O:14][C:13]([CH3:28])([CH3:12])[CH2:17][C:16]=4[CH:18]=[CH:19][CH:20]=3)(=[O:23])=[O:24])=[O:27])[N:7]=2)[CH2:10][CH2:9]1. Procedure: To a suspension of 0.47 g of 2-amino-4-cyclopropyl-6-methylpyrimidine in 15 ml of methylene chloride is added one g of the sulfonyl isocyanate prepared in Example 4. After stirring at room temperature overnight, the suspension is concentratd in vacuo, and the residue is triturated with 1-chlorobutane and filtered to give the subject compound. Starting materials: C(CCCCCCCCCCCCCCC)O (hexadecanol), C(C=C)(=O)Cl (acryloylchloride). Run in C1=CC=CC=C1 (benzene). Reaction conditions: temperature 80 celsius. The product is C(CCCCCCCCCCCCCCC)OC(C=C)=O (Hexadecanylacrylate). As a reaction SMILES: [CH2:1]([OH:17])[CH2:2][CH2:3][CH2:4][CH2:5][CH2:6][CH2:7][CH2:8][CH2:9][CH2:10][CH2:11][CH2:12][CH2:13][CH2:14][CH2:15][CH3:16].[C:18](Cl)(=[O:21])[CH:19]=[CH2:20]>C1C=CC=CC=1>[CH2:1]([O:17][C:18](=[O:21])[CH:19]=[CH2:20])[CH2:2][CH2:3][CH2:4][CH2:5][CH2:6][CH2:7][CH2:8][CH2:9][CH2:10][CH2:11][CH2:12][CH2:13][CH2:14][CH2:15][CH3:16]. Procedure: Hexadecanylacrylate was prepared by dissolving 10 g of hexadecanol in 50 ml of benzene. A 1.2 molar excess of acryloylchloride was added to the mixture and refluxed at 80° C. for 24 hours with stirring. The reaction mixture was allowed to cool to room temperature and the solvent was removed by roto-evaporation and room temperature water bath. The product was redissolved and 100 ml of diethyl ether and extracted five times with an equal volume of 10% NaHCO3 in a separatory funnel. The ether fract... Starting materials: [Cu], FC(F)(F)I, O=[N+]([O-])c1ccc2ccc(I)cc2c1, c1ccncc1. Product: O=[N+]([O-])c1ccc2ccc(C(F)(F)F)cc2c1. As a reaction SMILES: [Cu:26].[F:15][C:16]([F:17])([F:18])[I:19].[I:1][c:2]1[cH:3][c:4]2[cH:5][c:6]([N+:12](=[O:13])[O-:14])[cH:7][cH:8][c:9]2[cH:10][cH:11]1.[cH:20]1[cH:21][cH:22][n:23][cH:24][cH:25]1>>[c:2]1([C:16]([F:15])([F:17])[F:18])[cH:3][c:4]2[cH:5][c:6]([N+:12](=[O:13])[O-:14])[cH:7][cH:8][c:9]2[cH:10][cH:11]1. The reactants are NC(=S)C1=CC(=C(OCCCOC=2C=C3CC[C@H](C3=CC2)CC(=O)OCC)C=C1)CCC (ethyl ((1S)-5-{3-[4-(aminocarbonothioyl)-2-propylphenoxy]propoxy}-2,3-dihydro-1H-inden-1-yl)acetate), ClC1C(CCCC1)=O (2-chlorocyclohexanone). Solvent: CCO (EtOH). The product is C(C)OC(C[C@@H]1CCC2=CC(=CC=C12)OCCCOC1=C(C=C(C=C1)C=1SC2=C(N1)CCCC2)CCC)=O (ethyl((1S)-5-{3-[2-propyl-4-(4,5,6,7-tetrahydro-1,3-benzothiazol-2-yl)phenoxy]propoxy}-2,3-dihydro-1H-inden-1-yl)acetate). Isolated yield 42.2%. As a reaction SMILES: [NH2:1][C:2]([C:4]1[CH:29]=[CH:28][C:7]([O:8][CH2:9][CH2:10][CH2:11][O:12][C:13]2[CH:14]=[C:15]3[C:19](=[CH:20][CH:21]=2)[C@H:18]([CH2:22][C:23]([O:25][CH2:26][CH3:27])=[O:24])[CH2:17][CH2:16]3)=[C:6]([CH2:30][CH2:31][CH3:32])[CH:5]=1)=[S:3].Cl[CH:34]1[CH2:39][CH2:38][CH2:37][CH2:36][C:35]1=O>CCO>[CH2:26]([O:25][C:23](=[O:24])[CH2:22][C@H:18]1[C:19]2[C:15](=[CH:14][C:13]([O:12][CH2:11][CH2:10][CH2:9][O:8][C:7]3[CH:28]=[CH:29][C:4]([C:2]4[S:3][C:34]5[CH2:39][CH2:38][CH2:37][CH2:36][C:35]=5[N:1]=4)=[CH:5][C:6]=3[CH2:30][CH2:31][CH3:32])=[CH:21][CH:20]=2)[CH2:16][CH2:17]1)[CH3:27]. Procedure: A solution of ethyl ((1S)-5-{3-[4-(aminocarbonothioyl)-2-propylphenoxy]propoxy}-2,3-dihydro-1H-inden-1-yl)acetate (90 mg, 0.2 mmol) (Example 144) and 2-chlorocyclohexanone (239 mg 1.8 mmol) in EtOH (anhydrous, 8 mL) was stirred at 70° C. for 48 h. The reaction mixture was cooled to rt, and then concentrated under reduced pressure. Purification by silica gel flash chromatography (EtOAc/hexane (v/v) 1:2) gave 45 mg (43%) of the title compound as a clear oil. LC-MS: RT=4.69 min; (M+H)+ 534.3. The reactants are Oc1cccc(O)c1, c1ccc(OP(Oc2ccccc2)Oc2ccccc2)cc1, Nc1cccc2ccccc12. Yields the product Oc1cccc(Nc2cccc3ccccc23)c1. RXN SMILES: [OH:1][c:2]1[cH:3][cH:4][cH:5][c:6]([OH:7])[cH:8]1.[P:20]([O:21][c:22]1[cH:23][cH:24][cH:25][cH:26][cH:27]1)([O:28][c:29]1[cH:30][cH:31][cH:32][cH:33][cH:34]1)[O:35][c:36]1[cH:37][cH:38][cH:39][cH:40][cH:41]1.[c:9]1([NH2:19])[cH:10][cH:11][cH:12][c:13]2[cH:14][cH:15][cH:16][cH:17][c:18]12>>[c:2]1([NH:19][c:9]2[cH:10][cH:11][cH:12][c:13]3[cH:14][cH:15][cH:16][cH:17][c:18]23)[cH:3][cH:4][cH:5][c:6]([OH:7])[cH:8]1. Procedure: A solution of 5-fluoro-3-(1-methylethyl)-3,4-dihydro-1H-2,1,3-benzothiadiazine-2,2-dioxide (0.22 g, 0.9 mmol) in dry DMF (15 ml) was added via cannula to a flask containing NaH (25 mg, 0.99 mmol) and DMF (7 ml) in argon atmosphere, and stirred for 2 hours at room temperature. 1-Bromo-2-chloroethane (0.19 ml, 2.25 mmol,) was then added dropwise and the mixture stirred at room temperature for 4 days. Then, the mixture was extracted with EtOAc (3×50 ml). The combined organic extracts were washed wi... Product: ClCCN1S(N(CC2=C1C=CC=C2F)C(C)C)(=O)=O (1-(2-chloroethyl)-5-fluoro-3-(1-methylethyl)-3,4-dihydro-1H-2,1,3-benzothiadiazine-2,2-dioxide). Run at time 2 hour. Solvent: CN(C)C=O (DMF), CN(C)C=O (DMF). Reaction SMILES: [F:1][C:2]1[C:7]2[CH2:8][N:9]([CH:14]([CH3:16])[CH3:15])[S:10](=[O:13])(=[O:12])[NH:11][C:6]=2[CH:5]=[CH:4][CH:3]=1.[H-].[Na+].Br[CH2:20][CH2:21][Cl:22]>CN(C=O)C>[Cl:22][CH2:21][CH2:20][N:11]1[C:6]2[CH:5]=[CH:4][CH:3]=[C:2]([F:1])[C:7]=2[CH2:8][N:9]([CH:14]([CH3:16])[CH3:15])[S:10]1(=[O:13])=[O:12] |f:1.2|. Starting materials: [H-].[Na+] (NaH), FC1=CC=CC2=C1CN(S(N2)(=O)=O)C(C)C (5-fluoro-3-(1-methylethyl)-3,4-dihydro-1H-2,1,3-benzothiadiazine-2,2-dioxide), BrCCCl (1-Bromo-2-chloroethane). Procedure details: A mixture of ethanol (1100 mls), hexamethylenetetramine (35 g., 0.25 mol), 26% ammonium hydroxide (58 ml), and 2-chloroacetamido-5-chlorobenzophenone (308.2 g., 1.0 mol) were permitted to react as described in Example 11 except that the reflux period was increased from 5 to 7 hours. The reaction product, 7-chloro-1,3-dihydro-5-phenyl-2H-1,4-benzodiazepin-2-one (221 g.) isolated in a manner identical with Example 11, was obtained in 81.6% yield, melting point 208.5° to 209° C. RXN SMILES: C1N2CN3CN(C2)C[N:2]1C3.[OH-].[NH4+].Cl[CH2:14][C:15]([NH:17][C:18]1[CH:31]=[CH:30][C:29]([Cl:32])=[CH:28][C:19]=1[C:20]([C:22]1[CH:27]=[CH:26][CH:25]=[CH:24][CH:23]=1)=O)=[O:16]>C(O)C>[Cl:32][C:29]1[CH:30]=[CH:31][C:18]2[NH:17][C:15](=[O:16])[CH2:14][N:2]=[C:20]([C:22]3[CH:27]=[CH:26][CH:25]=[CH:24][CH:23]=3)[C:19]=2[CH:28]=1 |f:1.2|. Yields the product ClC=1C=CC2=C(C(=NCC(N2)=O)C2=CC=CC=C2)C1 (7-chloro-1,3-dihydro-5-phenyl-2H-1,4-benzodiazepin-2-one). Yield: 326.5%. Reactants: C1N2CN3CN1CN(C2)C3 (hexamethylenetetramine), [OH-].[NH4+] (ammonium hydroxide), ClCC(=O)NC1=C(C(=O)C2=CC=CC=C2)C=C(C=C1)Cl (2-chloroacetamido-5-chlorobenzophenone). The solvent is C(C)O (ethanol). The reactants are O1C(C=C)C1 (3,4-epoxy-1-butene), N1C=NC=C1 (imidazole), N1C=NC=C1 (imidazole), O1C(C=C)C1 (3,4-epoxy-1-butene), C1CCOC1 (THF). The reagents and catalysts are [Pd] (palladium(0)). Reaction conditions: time 24 hour. Product: N1(C=NC=C1)C(=O)CC=CCO (4-(1-imidazoYl)-2-buten-1-ol), N1(C=NC=C1)C(=O)C(C=C)CO (3-(1-imidazoyl)-1-buten-4-ol). Isolated yield 5.0%. RXN SMILES: [O:1]1[CH2:5][CH:2]1[CH:3]=[CH2:4].[NH:6]1[CH:10]=[CH:9][N:8]=[CH:7]1.[CH2:11]1[CH2:15][O:14][CH2:13][CH2:12]1>[Pd]>[N:6]1([C:5]([CH2:2][CH:3]=[CH:4][CH2:13][OH:14])=[O:1])[CH:10]=[CH:9][N:8]=[CH:7]1.[N:6]1([C:2]([CH:12]([CH2:13][OH:14])[CH:11]=[CH2:15])=[O:1])[CH:10]=[CH:9][N:8]=[CH:7]1. Procedure details: Reaction of 3,4-epoxy-1-butene and imidazole 1.95 g (0.0286 moles) of imidazole and 2.0 g (0.0286 moles) of 3,4-epoxy-1-butene were dissolved in 25 ml of THF. 0.83 g of the polymer-bound palladium(0) catalyst of Example 2 was then added to the reaction mixture. The reaction mixture was stirred at room temperature for 24 hours. The catalyst was removed by filtration and the filtrate was concentrated at reduced pressure. The residue was distilled. The reaction Yielded about 95% 4-(1-imidazoYl)-2-b...